This data is from the Open Reaction Database (ORD), a public repository of structured organic reaction records. The task is: describe an organic reaction: reactants, conditions, products, and yield Starting materials: Cl (HCl), ClC=1C=C2C=CN(C2=CC1)C1=CC=C(C=C1)F (5-chloro-1-(4-fluorophenyl)indole), 4-piperidone-mono-hydrate,hydrochloride, C(C)(=O)O (Acetic acid). Run in CC(=O)C (acetone). Conditions: temperature 60 celsius. Product: ClC=1C=C2C(=CN(C2=CC1)C1=CC=C(C=C1)F)C=1CCNCC1 (5-chloro-1-(4-fluorophenyl)-3-(1,2,3,6-tetrahydropyridin-4-yl)indole). As a reaction SMILES: [Cl:1][C:2]1[CH:3]=[C:4]2[C:8](=[CH:9][CH:10]=1)[N:7]([C:11]1[CH:16]=[CH:15][C:14]([F:17])=[CH:13][CH:12]=1)[CH:6]=[CH:5]2.[C:18](O)(=O)[CH3:19].Cl>CC(C)=O>[Cl:1][C:2]1[CH:3]=[C:4]2[C:8](=[CH:9][CH:10]=1)[N:7]([C:11]1[CH:16]=[CH:15][C:14]([F:17])=[CH:13][CH:12]=1)[CH:6]=[C:5]2[C:4]1[CH2:5][CH2:6][NH:7][CH2:18][CH:19]=1. Procedure: 5-chloro-1-(4-fluorophenyl)indole (6.70 kg) and 4-piperidone-mono-hydrate,hydrochloride (8.38 kg) were transferred to a 200 L reactor under N2 cover. Acetic acid (67 L) was added and the reaction mixture was heated to 60° C. Concentrated HCl (37%, 33.5 L) was added during ½ hour and then the mixture was heated to the reflux temperature (85° C.) and refluxed for 1 hour (final temperature 95° C.). After cooling to 30° C., 33.5 L acetone was added followed by further cooling to 25° C. Filtration, w... Starting materials: NC1=C(C(=O)O)C=CC(=C1)F (2-amino-4-fluorobenzoic acid), N1=CC=C(C=C1)C=O (pyridine-4-carbaldehyde), C(C)(=O)O[BH-](OC(C)=O)OC(C)=O.[Na+] (sodium triacetoxy-borohydride). Run in ClCCCl (1,2-dichloroethane). Run at time 18 hour. Yields the product FC1=CC(=C(C(=O)O)C=C1)NCC1=CC=NC=C1 (4-Fluoro-2-[(pyridin-4-ylmethyl)-amino]-benzoic acid). Reaction SMILES: [NH2:1][C:2]1[CH:10]=[C:9]([F:11])[CH:8]=[CH:7][C:3]=1[C:4]([OH:6])=[O:5].[N:12]1[CH:17]=[CH:16][C:15]([CH:18]=O)=[CH:14][CH:13]=1.C(O[BH-](OC(=O)C)OC(=O)C)(=O)C.[Na+]>ClCCCl>[F:11][C:9]1[CH:8]=[CH:7][C:3]([C:4]([OH:6])=[O:5])=[C:2]([NH:1][CH2:18][C:15]2[CH:16]=[CH:17][N:12]=[CH:13][CH:14]=2)[CH:10]=1 |f:2.3|. Procedure details: To a stirred mixture of 2-amino-4-fluorobenzoic acid (Aldrich, 2.0 g) and pyridine-4-carbaldehyde (1.21 ml) in 1,2-dichloroethane (20 ml) was added sodium triacetoxy-borohydride (4.1 g). The reaction mixture was stirred at room temperature for 18 hours. Silica gel was added and the solvent was evaporated under reduced pressure. The residue was subjected to column chromatography on silica gel (elution with EtOAc/methanol 19/1, v/v) and gave the title compound (1.04 g). 13C-NMR (DMSO-d6) δ 169.1, ... The reactants are ice water, C(C)(C)(C)OC(=O)N1C[C@@H]([C@H](CC1)C1=CC=C(C=C1)OCCCOCC1=C(C=CC=C1)OC)OCC1=CC=C2CCCN(C2=C1)CCCC#N ((3R,4R)-3-[1-(3-cyano-propyl)-1,2,3,4-tetrahydro-quinolin-7-ylmethoxy]-4-[4-[3-(2-methoxy-benzyloxy)-propoxy]-phenyl]-piperidine-1-carboxylic acid tert-butyl ester), solution. Run in C1CCOC1 (THF), C1CCOC1 (THF). Reaction conditions: temperature 70 celsius, time 3 hour. Product: C(C)(C)(C)OC(=O)N1C[C@@H]([C@H](CC1)C1=CC=C(C=C1)OCCCOCC1=C(C=CC=C1)OC)OCC1=CC=C2CCCN(C2=C1)CCCCN ((3R,4R)-3-[1-(4-amino-butyl)-1,2,3,4-tetrahydro-quinolin-7-ylmethoxy]-4-[4-[3-(2-methoxy-benzyloxy)-propoxy]-phenyl]-piperidine-1-carboxylic acid tert-butyl ester). Isolated yield 68.9%. Reaction SMILES: [C:1]([O:5][C:6]([N:8]1[CH2:13][CH2:12][C@H:11]([C:14]2[CH:19]=[CH:18][C:17]([O:20][CH2:21][CH2:22][CH2:23][O:24][CH2:25][C:26]3[CH:31]=[CH:30][CH:29]=[CH:28][C:27]=3[O:32][CH3:33])=[CH:16][CH:15]=2)[C@@H:10]([O:34][CH2:35][C:36]2[CH:45]=[C:44]3[C:39]([CH2:40][CH2:41][CH2:42][N:43]3[CH2:46][CH2:47][CH2:48][C:49]#[N:50])=[CH:38][CH:37]=2)[CH2:9]1)=[O:7])([CH3:4])([CH3:3])[CH3:2]>C1COCC1>[C:1]([O:5][C:6]([N:8]1[CH2:13][CH2:12][C@H:11]([C:14]2[CH:19]=[CH:18][C:17]([O:20][CH2:21][CH2:22][CH2:23][O:24][CH2:25][C:26]3[CH:31]=[CH:30][CH:29]=[CH:28][C:27]=3[O:32][CH3:33])=[CH:16][CH:15]=2)[C@@H:10]([O:34][CH2:35][C:36]2[CH:45]=[C:44]3[C:39]([CH2:40][CH2:41][CH2:42][N:43]3[CH2:46][CH2:47][CH2:48][CH2:49][NH2:50])=[CH:38][CH:37]=2)[CH2:9]1)=[O:7])([CH3:2])([CH3:4])[CH3:3]. Procedure: To a well stirred solution of 0.130 g (0.190 mmol) of (3R,4R)-3-[1-(3-cyano-propyl)-1,2,3,4-tetrahydro-quinolin-7-ylmethoxy]-4-[4-[3-(2-methoxy-benzyloxy)-propoxy]-phenyl]-piperidine-1-carboxylic acid tert-butyl ester in 0.5 ml of absolute THF was added dropwise 1 ml of a 1M solution of borane-THF complex in THF. After stirring for 3 h at 70° C., the reaction was allowed to warm to room temperature, poured into 50 ml of an ice/water mixture and extracted three times with 50 ml of ethyl acetate. ... Reactants: N1C=C(C=2C1=NC=CC2)C(=O)NNC(=S)NC2=CC=CC=C2 (1-(1H-pyrrolo[2,3-b]pyridine-3-carbonyl)-4-phenylthiosemicarbazide). The reagents and catalysts are C(C)(=O)[O-].[Hg+2].C(C)(=O)[O-] (mercury(II) acetate), Na2S. Solvent: CO (MeOH). The product is C1(=CC=CC=C1)NC=1OC(=NN1)C1=CNC2=NC=CC=C21 (phenyl-[5-(1H-pyrrolo[2,3-b]pyridin-3-yl)-1,3,4-oxadiazol-2-yl]amine). As a reaction SMILES: [NH:1]1[C:5]2=[N:6][CH:7]=[CH:8][CH:9]=[C:4]2[C:3]([C:10]([NH:12][NH:13][C:14]([NH:16][C:17]2[CH:22]=[CH:21][CH:20]=[CH:19][CH:18]=2)=S)=[O:11])=[CH:2]1>CO.C([O-])(=O)C.[Hg+2].C([O-])(=O)C>[C:17]1([NH:16][C:14]2[O:11][C:10]([C:3]3[C:4]4[C:5](=[N:6][CH:7]=[CH:8][CH:9]=4)[NH:1][CH:2]=3)=[N:12][N:13]=2)[CH:22]=[CH:21][CH:20]=[CH:19][CH:18]=1 |f:2.3.4|. Reported procedure: 610 mg of 1-(1H-pyrrolo[2,3-b]pyridine-3-carbonyl)-4-phenylthiosemicarbazide and 686 mg of mercury(II) acetate in 6 ml of MeOH are stirred at 80° C. for 2 hours in a sealed screw-lid vial. 1 drop of Na2S solution is added to the cooled reaction solution, everything is filtered through kieselguhr with suction and rinsed with warm MeOH. The reactants are [N+](=O)([O-])C1=CC=C(C=C1)C1=NNC(CC2=C1C=C1C(=C2)OCO1)=S (5-(4-nitrophenyl)-8,9-dihydro-7H-1,3-dioxolo[4,5-h][2,3]benzodiazepine-8-thione), NCC1(OCCO1)C1CC1 (2-aminomethyl-2-cyclopropyl-1,3-dioxolane). The reagents and catalysts are [Hg]=O (mercury oxide). The solvent is COCCO (Methyl Cellosolve). Run at temperature 110 celsius, time 12 hour. The product is C1(CC1)C1=CN=C2N1N=C(C1=C(C2)C=C2C(=C1)OCO2)C2=CC=C(C=C2)[N+](=O)[O-] (8-Cyclopropyl-5-(4-nitrophenyl)-11H-1,3-dioxolo[4,5-h]imidazo[1,2-c][2,3]benzodiazepine). RXN SMILES: [N+:1]([C:4]1[CH:9]=[CH:8][C:7]([C:10]2[C:16]3[CH:17]=[C:18]4[O:23][CH2:22][O:21][C:19]4=[CH:20][C:15]=3[CH2:14][C:13](=S)[NH:12][N:11]=2)=[CH:6][CH:5]=1)([O-:3])=[O:2].[NH2:25][CH2:26][C:27]1([CH:32]2[CH2:34][CH2:33]2)OCCO1>COCCO.[Hg]=O>[CH:32]1([C:27]2[N:12]3[N:11]=[C:10]([C:7]4[CH:8]=[CH:9][C:4]([N+:1]([O-:3])=[O:2])=[CH:5][CH:6]=4)[C:16]4[CH:17]=[C:18]5[O:23][CH2:22][O:21][C:19]5=[CH:20][C:15]=4[CH2:14][C:13]3=[N:25][CH:26]=2)[CH2:34][CH2:33]1. Procedure: A suspension of 0.50 g (1.47 mmol) of 5-(4-nitrophenyl)-8,9-dihydro-7H-1,3-dioxolo[4,5-h][2,3]benzodiazepine-8-thione (Example 15D) and 0.42 g (2.94 mmol) of 2-aminomethyl-2-cyclopropyl-1,3-dioxolane in 12 ml of Methyl Cellosolve® with 0.32 g (1.47 mmol) of red mercury oxide is stirred for 12 hours at 110° C. After filtration, the mixture is concentrated by evaporation to a volume of 5 ml and poured into water. The precipitate is suctioned off and dissolved in 10 ml of a 1:1 mixture of concentra... The reactants are ClC1=CC=C(C=C1)C(COC1=C2C(=NC(=NC2=CC=C1)N)N)COCOC (5-[2-(4-chlorophenyl)-3-methoxymethoxy-propoxy]-quinazoline-2,4-diamine). Run in CO (methanol), Cl (HCl), O1CCOCC1 (dioxane). Run at temperature 60 celsius. The product is Cl.ClC1=CC=C(C=C1)C(CO)COC1=C2C(=NC(=NC2=CC=C1)N)N (2-(4-chlorophenyl)-3-(2,4-diaminoquinazolin-5-yloxy)-propan-1-ol hydrochloride). The yield is 123.4%. As a reaction SMILES: [Cl:1][C:2]1[CH:7]=[CH:6][C:5]([CH:8]([CH2:23][O:24]COC)[CH2:9][O:10][C:11]2[CH:20]=[CH:19][CH:18]=[C:17]3[C:12]=2[C:13]([NH2:22])=[N:14][C:15]([NH2:21])=[N:16]3)=[CH:4][CH:3]=1>CO.Cl.O1CCOCC1>[ClH:1].[Cl:1][C:2]1[CH:7]=[CH:6][C:5]([CH:8]([CH2:9][O:10][C:11]2[CH:20]=[CH:19][CH:18]=[C:17]3[C:12]=2[C:13]([NH2:22])=[N:14][C:15]([NH2:21])=[N:16]3)[CH2:23][OH:24])=[CH:4][CH:3]=1 |f:4.5|. Reported procedure: 5-[2-(4-Chlorophenyl)-3-methoxymethoxy-propoxy]-quinazoline-2,4-diamine (Step 6, Example 68) (68 mg; 0.17 mmol) is dissolved in methanol (2 mL), and diluted with 4M HCl in dioxane (1 mL). The reaction is heated in a sealed tube to 60° C. overnight. The solvent is removed under N2 flow. The resulting solid is triturated with 20% MeOH/Ether, and the resulting title compound is filtered and dried under vacuum at 35° C. for 3 hours providing a total of 40 milligrams of 2-(4-chlorophenyl)-3-(2,4-diam... Product: OC1=C(C(=O)C2=CC=C(C#N)C=C2)C=C(C=C1)C(F)(F)F (4-(2-hydroxy-5-trifluoromethylbenzoyl)benzonitrile). Isolated yield 58.9%. Reaction SMILES: C[O:2][C:3]1[CH:18]=[CH:17][C:16]([C:19]([F:22])([F:21])[F:20])=[CH:15][C:4]=1[C:5]([C:7]1[CH:14]=[CH:13][C:10]([C:11]#[N:12])=[CH:9][CH:8]=1)=[O:6].[Cl-].[NH+]1C=CC=CC=1>>[OH:2][C:3]1[CH:18]=[CH:17][C:16]([C:19]([F:20])([F:21])[F:22])=[CH:15][C:4]=1[C:5]([C:7]1[CH:8]=[CH:9][C:10]([C:11]#[N:12])=[CH:13][CH:14]=1)=[O:6] |f:1.2|. Starting materials: COC1=C(C(=O)C2=CC=C(C#N)C=C2)C=C(C=C1)C(F)(F)F (4-(2-methoxy-5-trifluoromethylbenzoyl)benzonitrile), [Cl-].[NH+]1=CC=CC=C1 (pyridinium chloride). Procedure: Following the procedure described in Preparation IVb and starting from 13.5 g (0.049 mol) of 4-(2-methoxy-5-trifluoromethylbenzoyl)benzonitrile and 31 g (0.27 mol) of pyridinium chloride, an amount of 8.4 g of the expected product (yield: 65%) is obtained after purification by flash chromatography using a hexane/ethyl acetate mixture (5/1 v/v) as the eluent. The reactants are BrB(Br)Br, CCCCCCCNCCc1ccc(CC(C)(C)C(=O)OCC)cc1, ClCCl, O. Yields the product CCCCCCCNCCc1ccc(CC(C)(C)C(=O)O)cc1. RXN SMILES: [B:26]([Br:27])([Br:28])[Br:29].[CH2:1]([CH3:2])[O:3][C:4]([C:5]([CH2:6][c:7]1[cH:8][cH:9][c:10]([CH2:13][CH2:14][NH:15][CH2:16][CH2:17][CH2:18][CH2:19][CH2:20][CH2:21][CH3:22])[cH:11][cH:12]1)([CH3:23])[CH3:24])=[O:25].[CH2:31]([Cl:32])[Cl:33].[OH2:30]>>[O:3]=[C:4]([C:5]([CH2:6][c:7]1[cH:8][cH:9][c:10]([CH2:13][CH2:14][NH:15][CH2:16][CH2:17][CH2:18][CH2:19][CH2:20][CH2:21][CH3:22])[cH:11][cH:12]1)([CH3:23])[CH3:24])[OH:25]. The reactants are Cc1ccccc1, CC(C)Oc1cc(C(F)(F)F)ccc1C=O, COC(=O)C=P(c1ccccc1)(c1ccccc1)c1ccccc1. Product: COC(=O)C=Cc1ccc(C(F)(F)F)cc1OC(C)C. As a reaction SMILES: [CH3:41][c:42]1[cH:43][cH:44][cH:45][cH:46][cH:47]1.[CH:1]([CH3:2])([CH3:3])[O:4][c:5]1[c:6]([CH:7]=[O:8])[cH:9][cH:10][c:11]([C:13]([F:14])([F:15])[F:16])[cH:12]1.[c:17]1([P:18]([c:19]2[cH:20][cH:21][cH:22][cH:23][cH:24]2)([c:25]2[cH:26][cH:27][cH:28][cH:29][cH:30]2)=[CH:36][C:37](=[O:38])[O:39][CH3:40])[cH:31][cH:32][cH:33][cH:34][cH:35]1>>[CH:1]([CH3:2])([CH3:3])[O:4][c:5]1[c:6]([CH:7]=[CH:36][C:37](=[O:38])[O:39][CH3:40])[cH:9][cH:10][c:11]([C:13]([F:14])([F:15])[F:16])[cH:12]1.